Task: describe an organic reaction: reactants, conditions, products, and yield. Dataset: the Open Reaction Database (ORD), a public repository of structured organic reaction records The reactants are Cc1ccc2nc(C)cc(Br)c2c1, O=C([O-])[O-], N#Cc1ccc(OB(O)O)cc1, CO, Cc1ccccc1, [Na+], [Na+], O, c1ccc2ncccc2c1, c1ccc(P(c2ccccc2)(c2ccccc2)[Pd](P(c2ccccc2)(c2ccccc2)c2ccccc2)(P(c2ccccc2)(c2ccccc2)c2ccccc2)P(c2ccccc2)(c2ccccc2)c2ccccc2)cc1. Yields the product Cc1ccc2nc(C)cc(-c3ccc(C#N)cc3)c2c1. RXN SMILES: [Br:11][c:12]1[cH:13][c:14]([CH3:23])[n:15][c:16]2[cH:17][cH:18][c:19]([CH3:22])[cH:20][c:21]12.[C:24](=[O:25])([O-:26])[O-:27].[C:30](#[N:31])[c:32]1[cH:33][cH:34][c:35]([O:38][B:39]([OH:40])[OH:41])[cH:36][cH:37]1.[CH3:120][OH:121].[CH3:122][c:123]1[cH:124][cH:125][cH:126][cH:127][cH:128]1.[Na+:28].[Na+:29].[OH2:119].[cH:1]1[cH:2][c:3]2[c:4]([n:5][cH:6][cH:7][cH:8]2)[cH:9][cH:10]1.[cH:42]1[cH:43][cH:44][c:45]([P:46]([Pd:47]([P:48]([c:49]2[cH:50][cH:51][cH:52][cH:53][cH:54]2)([c:55]2[cH:56][cH:57][cH:58][cH:59][cH:60]2)[c:61]2[cH:62][cH:63][cH:64][cH:65][cH:66]2)([P:67]([c:68]2[cH:69][cH:70][cH:71][cH:72][cH:73]2)([c:74]2[cH:75][cH:76][cH:77][cH:78][cH:79]2)[c:80]2[cH:81][cH:82][cH:83][cH:84][cH:85]2)[P:86]([c:87]2[cH:88][cH:89][cH:90][cH:91][cH:92]2)([c:93]2[cH:94][cH:95][cH:96][cH:97][cH:98]2)[c:99]2[cH:100][cH:101][cH:102][cH:103][cH:104]2)([c:105]2[cH:106][cH:107][cH:108][cH:109][cH:110]2)[c:111]2[cH:112][cH:113][cH:114][cH:115][cH:116]2)[cH:117][cH:118]1>>[c:12]1(-[c:35]2[cH:34][cH:33][c:32]([C:30]#[N:31])[cH:37][cH:36]2)[cH:13][c:14]([CH3:23])[n:15][c:16]2[cH:17][cH:18][c:19]([CH3:22])[cH:20][c:21]12.